Dataset: the Open Reaction Database (ORD), a public repository of structured organic reaction records. Task: describe an organic reaction: reactants, conditions, products, and yield The reactants are CC(C)(C)c1ccc(C=CC(=O)O)cc1, CCN=C=NCCCN(C)C, CCOC(C)=O, ClCCl, Cl, Nc1ccccc1. The product is CC(C)(C)c1ccc(C=CC(=O)Nc2ccccc2)cc1. RXN SMILES: [C:1]([CH3:2])([CH3:3])([CH3:4])[c:5]1[cH:6][cH:7][c:8]([CH:9]=[CH:10][C:11](=[O:12])[OH:13])[cH:14][cH:15]1.[CH3:20][N:21]([CH3:22])[CH2:23][CH2:24][CH2:25][N:26]=[C:27]=[N:28][CH2:29][CH3:30].[CH3:38][CH2:39][O:40][C:41]([CH3:42])=[O:43].[Cl:16][CH2:17][Cl:18].[ClH:19].[NH2:31][c:32]1[cH:33][cH:34][cH:35][cH:36][cH:37]1>>[C:1]([CH3:2])([CH3:3])([CH3:4])[c:5]1[cH:6][cH:7][c:8]([CH:9]=[CH:10][C:11](=[O:13])[NH:31][c:32]2[cH:33][cH:34][cH:35][cH:36][cH:37]2)[cH:14][cH:15]1. Starting materials: CC(C)O, Cl, [Fe], CCOC(=O)C(C)n1ncc2ccc([N+](=O)[O-])cc21, O. Product: CCOC(=O)C(C)n1ncc2ccc(N)cc21. As a reaction SMILES: [CH:22]([OH:23])([CH3:24])[CH3:25].[ClH:21].[Fe:26].[N+:1]([O-:2])(=[O:3])[c:4]1[cH:5][cH:6][c:7]2[cH:8][n:9][n:10]([CH:13]([C:14](=[O:15])[O:16][CH2:17][CH3:18])[CH3:19])[c:11]2[cH:12]1.[OH2:20]>>[NH2:1][c:4]1[cH:5][cH:6][c:7]2[cH:8][n:9][n:10]([CH:13]([C:14](=[O:15])[O:16][CH2:17][CH3:18])[CH3:19])[c:11]2[cH:12]1. Starting materials: O[C@@H]1C[C@@H](NC1)C(=O)O (Cis-4-Hydroxy-D-proline), CO (methanol). Reaction conditions: temperature 0 celsius. The product is COC(=O)[C@@H]1NC[C@@H](C1)O ((2R,4R)-4-Hydroxy-pyrrolidine-2-carboxylic acid methyl ester). As a reaction SMILES: [OH:1][C@H:2]1[CH2:6][NH:5][C@@H:4]([C:7]([OH:9])=[O:8])[CH2:3]1.[CH3:10]O>>[CH3:10][O:8][C:7]([C@H:4]1[CH2:3][C@@H:2]([OH:1])[CH2:6][NH:5]1)=[O:9]. Reported procedure: Cis-4-Hydroxy-D-proline (15 g, 115 mmol) was suspended in 150 mL anhydrous methanol under an argon atmosphere, then cooled to 0° C. before bubbling in HCl gas for 15 minutes. The solution gradually became homogenous. The argon and HCl gas lines were removed and the solution was refluxed for 4 h. The solution was cooled and then concentrated under reduced pressure. The crude material was redissolved in 100 mL methanol and diethyl ether was added until a precipitate formed. The precipitate was fil... Starting materials: C(C)OC(CC(CC(CCC=C)=O)C=1C=NC(=NC1)C)=O (3-(2-Methyl-pyrimidin-5-yl)-5-oxo-non-8-enoic acid ethyl ester), B1C2CCCC1CCC2 (9-BBN), ClC1=CC(=NC(=N1)N)N (6-chloro-2,4-diaminopyrimidine), C(=O)([O-])[O-].[K+].[K+] (K2CO3). Reagents/catalysts: CC(=O)[O-].CC(=O)[O-].[Pd+2] (Pd(OAc)2), C1(=CC=CC=C1)P([C-]1C=CC=C1)C1=CC=CC=C1.[C-]1(C=CC=C1)P(C1=CC=CC=C1)C1=CC=CC=C1.[Fe+2] (1,1′-bis(diphenylphosphino)-ferrocene). Run in CN(C)C=O (DMF). Reaction conditions: temperature 80 celsius, time 2 hour. The product is C(C)OC(CC(CC(CCCCC1=CC(=NC(=N1)N)N)=O)C=1C=NC(=NC1)C)=O (9-(2,4-Diaminopyrimidin-6-yl)-3-(2-methyl-pyrimidin-5-yl)-5-oxo-nonanoic acid ethyl ester). RXN SMILES: [CH2:1]([O:3][C:4](=[O:21])[CH2:5][CH:6]([C:14]1[CH:15]=[N:16][C:17]([CH3:20])=[N:18][CH:19]=1)[CH2:7][C:8](=[O:13])[CH2:9][CH2:10][CH:11]=[CH2:12])[CH3:2].B1C2CCCC1CCC2.Cl[C:32]1[N:37]=[C:36]([NH2:38])[N:35]=[C:34]([NH2:39])[CH:33]=1.C([O-])([O-])=O.[K+].[K+]>CC([O-])=O.CC([O-])=O.[Pd+2].C1(P(C2C=CC=CC=2)[C-]2C=CC=C2)C=CC=CC=1.[C-]1(P(C2C=CC=CC=2)C2C=CC=CC=2)C=CC=C1.[Fe+2].CN(C=O)C>[CH2:1]([O:3][C:4](=[O:21])[CH2:5][CH:6]([C:14]1[CH:15]=[N:16][C:17]([CH3:20])=[N:18][CH:19]=1)[CH2:7][C:8](=[O:13])[CH2:9][CH2:10][CH2:11][CH2:12][C:32]1[N:37]=[C:36]([NH2:38])[N:35]=[C:34]([NH2:39])[CH:33]=1)[CH3:2] |f:3.4.5,6.7.8,9.10.11|. Reported procedure: The ester 15-5 (400 mg, 1.38 mmol) was treated with 9-BBN (8.28 mL, 4.14 mmol; 0.5M in TBF) at room temperature for 16 hours. To this solution was added Pd(OAc)2 (31 mg, 0.14 mmol), 6-chloro-2,4-diaminopyrimidine (219 mg, 1.52 mmol), K2CO3 (381 mg, 2.75 mmol), 1,1′-bis(diphenylphosphino)-ferrocene (76 mg, 0.14 mmol) and DMF (15 mL). The mixture was degassed with argon for 10 minutes then heated to 80° C. for 24 hours. The reaction mixture was cooled and stirred with ethanolarnine (5 mL) for 2 ho...